This data is from the Open Reaction Database (ORD), a public repository of structured organic reaction records. The task is: describe an organic reaction: reactants, conditions, products, and yield The reactants are ClCCl, O=[Cr](=O)=O, CC(O)c1nn2c3c(cccc13)CCC2, c1ccncc1. Product: CC(=O)c1nn2c3c(cccc13)CCC2. RXN SMILES: [CH2:26]([Cl:27])[Cl:28].[O:7]=[Cr:8](=[O:9])=[O:10].[OH:11][CH:12]([CH3:13])[c:14]1[n:15][n:16]2[c:25]3[c:20]([cH:21][cH:22][cH:23][c:24]13)[CH2:19][CH2:18][CH2:17]2.[cH:1]1[cH:2][cH:3][n:4][cH:5][cH:6]1>>[O:11]=[C:12]([CH3:13])[c:14]1[n:15][n:16]2[c:25]3[c:20]([cH:21][cH:22][cH:23][c:24]13)[CH2:19][CH2:18][CH2:17]2.